This data is from the Open Reaction Database (ORD), a public repository of structured organic reaction records. The task is: describe an organic reaction: reactants, conditions, products, and yield Starting materials: FCCCCOC1=CC=C(C=C1)S(=O)(=O)N(CC1=CC=C(C=C1)OC)CC(=O)O ({[4-(4-fluorobutoxy)-benzenesulfonyl](4-methoxy-benzyl)-amino}-acetic acid), C=1C=CC2=C(C1)N=NN2O (HOBT), COC(C)(C)ON (O-(1-methoxy-1-methyl-ethyl)-hydroxylamine). Solvent: CN(C)C=O (DMF), CN(C)C=O (DMF), O (H2O). Conditions: time 1 hour. The product is C(C)OC(C)(ONC(C)=O)C (N-(1-ethoxy-1-methyl ethoxy) acetamide). RXN SMILES: FCC[CH2:4][CH2:5][O:6][C:7]1[CH:12]=CC(S(N(CC(O)=O)CC2C=CC(OC)=CC=2)(=O)=O)=C[CH:8]=1.C1C=[CH:32][C:33]2[N:38]([OH:39])N=NC=2C=1.C[O:41]C(ON)(C)C>CN(C=O)C.O>[CH2:5]([O:6][C:7]([CH3:8])([O:39][NH:38][C:33](=[O:41])[CH3:32])[CH3:12])[CH3:4]. Procedure: To a solution of 0.425 g (1 mmol) of desired {[4-(4-fluorobutoxy)-benzenesulfonyl](4-methoxy-benzyl)-amino}-acetic acid and 0.27 g (2 mmol) of HOBT in 4 ml of DMF, a solution of 0.116 g of O-(1-methoxy-1-methyl-ethyl)-hydroxylamine in 1 ml of DMF and 0.23 g of WSCD were successively added at 0–5° C. and the mixture was stirred for 1 h. After stirring for additional 2 h at r.t., the mixture is diluted with H2O and extracted with AcOEt. The combined extracts are dried over MgSO4 and concentrated u... The reactants are CC(=O)OC(C)CCCCI, CS(C)=O, [H-], [Na+], Cc1nc2c(c(=O)[nH]c(=O)n2Cc2ccco2)n1COC(=O)C(C)(C)C. Product: CC(=O)OC(C)CCCCn1c(=O)c2c(nc(C)n2COC(=O)C(C)(C)C)n(Cc2ccco2)c1=O. RXN SMILES: [C:29]([CH3:30])(=[O:31])[O:32][CH:33]([CH2:34][CH2:35][CH2:36][CH2:37][I:38])[CH3:39].[CH3:40][S:41](=[O:42])[CH3:43].[H-:27].[Na+:28].[o:1]1[c:2]([CH2:6][n:7]2[c:8](=[O:26])[nH:9][c:10](=[O:25])[c:11]3[n:12]([CH2:17][O:18][C:19]([C:20]([CH3:21])([CH3:22])[CH3:23])=[O:24])[c:13]([CH3:16])[n:14][c:15]23)[cH:3][cH:4][cH:5]1>>[o:1]1[c:2]([CH2:6][n:7]2[c:8](=[O:26])[n:9]([CH2:37][CH2:36][CH2:35][CH2:34][CH:33]([O:32][C:29]([CH3:30])=[O:31])[CH3:39])[c:10](=[O:25])[c:11]3[n:12]([CH2:17][O:18][C:19]([C:20]([CH3:21])([CH3:22])[CH3:23])=[O:24])[c:13]([CH3:16])[n:14][c:15]23)[cH:3][cH:4][cH:5]1. The reactants are BrC(C(=O)C(F)(F)F)Br (1,1-Dibromo-3,3,3-trifluoroacetone), C(C)(=O)[O-].[Na+] (sodium acetate), ClC1=CC(=C(C=C1OC1=NC=CC=N1)NN)F (4-chloro-2-fluoro-5-(pyrimidyloxy)-phenylhydrazine). Run in O (water). Conditions: temperature 80 celsius, time 2 hour. Yields the product ClC1=CC(=C(C=C1OC1=NC=CC=N1)NN=CC(C(F)(F)F)=O)F (3,3,3-trifluoro-2-oxopropanal 4-chloro-2-fluoro-5-(pyrimidyloxy)-phenylhydrazone). Reaction SMILES: Br[CH:2](Br)[C:3]([C:5]([F:8])([F:7])[F:6])=[O:4].C([O-])(=O)C.[Na+].[Cl:15][C:16]1[C:21]([O:22][C:23]2[N:28]=[CH:27][CH:26]=[CH:25][N:24]=2)=[CH:20][C:19]([NH:29][NH2:30])=[C:18]([F:31])[CH:17]=1>O>[Cl:15][C:16]1[C:21]([O:22][C:23]2[N:24]=[CH:25][CH:26]=[CH:27][N:28]=2)=[CH:20][C:19]([NH:29][N:30]=[CH:2][C:3](=[O:4])[C:5]([F:8])([F:7])[F:6])=[C:18]([F:31])[CH:17]=1 |f:1.2|. Reported procedure: 1,1-Dibromo-3,3,3-trifluoroacetone (0.162 g) was added to a solution of sodium acetate (0.162 g) in water (0.5 ml) and the solution heated at 80° C. for 20 minutes. It was cooled to 0° C. and 4-chloro-2-fluoro-5-(pyrimidyloxy)-phenylhydrazine hydrachloride (0.15 g) was added. After stirring at room temperature for 2 hour the reaction mixture was processed to give 3,3,3-trifluoro-2-oxopropanal 4-chloro-2-fluoro-5-(pyrimidyloxy)-phenylhydrazone (0.122 g) mp=188-90° C. As a reaction SMILES: [CH:1]1([CH2:7][O:8][C:9]2[C:10]([C:21]([NH2:23])=[O:22])=[CH:11][C:12]3[C:18](=[O:19])[CH2:17][CH2:16][CH2:15][O:14][C:13]=3[CH:20]=2)[CH2:6][CH2:5][CH2:4][CH2:3][CH2:2]1.B(Cl)([C@@H]1[C@@H](C)[C@@H]2C(C)(C)[C@@H](C2)C1)[C@@H]1[C@@H](C)[C@@H]2C(C)(C)[C@@H](C2)C1.N(CCO)CCO>C(Cl)Cl>[CH:1]1([CH2:7][O:8][C:9]2[C:10]([C:21]([NH2:23])=[O:22])=[CH:11][C:12]3[C@H:18]([OH:19])[CH2:17][CH2:16][CH2:15][O:14][C:13]=3[CH:20]=2)[CH2:2][CH2:3][CH2:4][CH2:5][CH2:6]1. Procedure: To 8-cyclohexylmethoxy-5-oxo-2,3,4,5-tetrahydro-benzo[b]oxepine-7carboxylic acid amide (4.0 g, 13.3 mmol) suspended in CH2Cl2 (25 mL) at 42° C. was added (+)-DIP-Chloride (25 mL of CH2Cl2). The mixture was stirred at −12° C. for 18 h, concentrated, diluted with Et2O (200 mL) and treated with diethanolamine (5.1 mL, 53.1 mmol). After stirring for 2.5 h, the formed solids were filtered and washed with Et2O. The filtrate was concentrated, and the residue purified by silica gel column chomatography ... Reaction conditions: temperature -12 celsius, time 18 hour. The product is C1(CCCCC1)COC=1C(=CC2=C(OCCC[C@H]2O)C1)C(=O)N (8-Cyclohexylmethoxy-(R)-5-hydroxy-2,3,4,5-tetrahydro-benzo[b]oxepine-7-carboxylic acid amide). Run in C(Cl)Cl (CH2Cl2). The reactants are C1(CCCCC1)COC=1C(=CC2=C(OCCCC2=O)C1)C(=O)N (8-cyclohexylmethoxy-5-oxo-2,3,4,5-tetrahydro-benzo[b]oxepine-7carboxylic acid amide), B([C@H]1C[C@@H]2C[C@H]([C@@H]1C)C2(C)C)([C@H]3C[C@@H]4C[C@H]([C@@H]3C)C4(C)C)Cl ((+)-DIP-Chloride), N(CCO)CCO (diethanolamine). Reactants: CC(C)Br, O=C([O-])[O-], CN(C)C=O, [K+], [K+], O, COc1cc2c(-c3cc4cccnc4n3S(=O)(=O)c3ccc(C)cc3)cn(C)c2cc1O. Yields the product COc1cc2c(-c3cc4cccnc4n3S(=O)(=O)c3ccc(C)cc3)cn(C)c2cc1OC(C)C. RXN SMILES: [Br:39][CH:40]([CH3:41])[CH3:42].[C:1](=[O:2])([O-:3])[O-:4].[CH3:43][N:44]([CH3:45])[CH:46]=[O:47].[K+:5].[K+:6].[OH2:48].[OH:7][c:8]1[c:9]([O:37][CH3:38])[cH:10][c:11]2[c:12](-[c:18]3[cH:19][c:20]4[c:21]([n:22][cH:23][cH:24][cH:25]4)[n:26]3[S:27](=[O:28])(=[O:29])[c:30]3[cH:31][cH:32][c:33]([CH3:36])[cH:34][cH:35]3)[cH:13][n:14]([CH3:17])[c:15]2[cH:16]1>>[O:7]([c:8]1[c:9]([O:37][CH3:38])[cH:10][c:11]2[c:12](-[c:18]3[cH:19][c:20]4[c:21]([n:22][cH:23][cH:24][cH:25]4)[n:26]3[S:27](=[O:28])(=[O:29])[c:30]3[cH:31][cH:32][c:33]([CH3:36])[cH:34][cH:35]3)[cH:13][n:14]([CH3:17])[c:15]2[cH:16]1)[CH:40]([CH3:41])[CH3:42]. Reactants: ClC1=CC(=C(N=N1)N)C=1C(=NC=CC1)OC (6-chloro-4-(2-methoxy-pyridin-3-yl)-pyridazin-3-ylamine), C([O-])(O)=O.[Na+] (sodium bicarbonate), [BH4-].[Na+] (sodium borohydride), S(O)(O)(=O)=O (sulfuric acid). Reagents/catalysts: FC(C(=O)O)(F)F (trifluoroacetic acid). Run in C(OCC)(OCC)OCC (triethyl orthoformate), C(C)(=O)OCC (ethyl acetate). Conditions: temperature 100 celsius, time 3 hour. Yields the product ClC1=CC(=C(N=N1)NC)C=1C(=NC=CC1)OC ([6-Chloro-4-(2-methoxy-pyridin-3-yl)-pyridazin-3-yl]-methyl-amine). RXN SMILES: [Cl:1][C:2]1[N:7]=[N:6][C:5]([NH2:8])=[C:4]([C:9]2[C:10]([O:15][CH3:16])=[N:11][CH:12]=[CH:13][CH:14]=2)[CH:3]=1.[BH4-].[Na+].S(=O)(=O)(O)O.[C:24](=O)(O)[O-].[Na+]>C(OCC)(OCC)OCC.FC(F)(F)C(O)=O.C(OCC)(=O)C>[Cl:1][C:2]1[N:7]=[N:6][C:5]([NH:8][CH3:24])=[C:4]([C:9]2[C:10]([O:15][CH3:16])=[N:11][CH:12]=[CH:13][CH:14]=2)[CH:3]=1 |f:1.2,4.5|. Procedure details: To a solution of 6-chloro-4-(2-methoxy-pyridin-3-yl)-pyridazin-3-ylamine (270 mg, 1.14 mmol) in triethyl orthoformate (6 mL) was added 1 drop of trifluoroacetic acid. The reaction mixture was stirred at 100° C. for 3 hours and then concentrated under vacuum (60° C./20 mbar). The residue was dissolved in 5 mL toluene and concentrated again. This was repeated for 3 times to completely remove all volatiles. The residue was dissolved in ethanol (6 mL) and sodium borohydride (86.3 mg, 2.28 mmol) was ... Starting materials: C(C=1C(N)=CC=CC1)(=O)O (Anthranilic acid), CC=1C=C(OCC(=O)Cl)C=CC1 (3-methylphenoxyacetyl chloride), Cl (hydrochloric acid). Run in [OH-].[Na+] (sodium hydroxide). Reaction conditions: time 5 minute. Yields the product CC=1C=C(OCC(=O)NC=2C(C(=O)O)=CC=CC2)C=CC1 (N-(3-methylphenoxyacetyl)anthranilic acid). The yield is 84.6%. RXN SMILES: [C:1]([OH:10])(=[O:9])[C:2]1[C:3](=[CH:5][CH:6]=[CH:7][CH:8]=1)[NH2:4].[CH3:11][C:12]1[CH:13]=[C:14]([CH:20]=[CH:21][CH:22]=1)[O:15][CH2:16][C:17](Cl)=[O:18].Cl>[OH-].[Na+]>[CH3:11][C:12]1[CH:13]=[C:14]([CH:20]=[CH:21][CH:22]=1)[O:15][CH2:16][C:17]([NH:4][C:3]1[C:2](=[CH:8][CH:7]=[CH:6][CH:5]=1)[C:1]([OH:10])=[O:9])=[O:18] |f:3.4|. Procedure details: Anthranilic acid 7.95 g (58 mmol) was dissolved in 10% aqueous sodium hydroxide solution 48 ml and to this solution, 3-methylphenoxyacetyl chloride 11.8 g (64 mmol) was added dropwise at 0° C. The resulting solution was stirred at room temperature for 5 minutes and acidified with 10% hydrochloric acid solution. Deposited crystals were collected by filtration and washed with hot water to obtain N-(3-methylphenoxyacetyl)anthranilic acid 14.0 g (yield: 68%). Procedure details: A catalytic amount of platinum on carbon was added to a suspension of N1-{5-[(3-nitroquinolin-4-yl)amino]pentyl}benzamide (3.4 g, 9 mmol) in isopropyl alcohol (250 mL). The reaction mixture was placed under a hydrogen atmosphere at 50 psi (3.4×104 pascals) on a Parr apparatus. After 2 hours the reaction mixture was filtered to remove the catalyst. The filtrate was concentrated under vacuum to provide crude N1-{5-[(3-aminoquinolin-4-yl)amino]pentyl}benzamide. This material was combined with triet... Reagents/catalysts: [Pt] (platinum on carbon). The solvent is C(C)(C)O (isopropyl alcohol). As a reaction SMILES: [N+:1]([C:4]1[CH:5]=[N:6][C:7]2[C:12]([C:13]=1[NH:14][CH2:15][CH2:16][CH2:17][CH2:18][CH2:19][NH:20][C:21](=[O:28])[C:22]1[CH:27]=[CH:26][CH:25]=[CH:24][CH:23]=1)=[CH:11][CH:10]=[CH:9][CH:8]=2)([O-])=O.[CH2:29](C(CC)(CC)C([O-])([O-])[O-])[CH3:30].C1(C)C=CC=CC=1>[Pt].C(O)(C)C>[CH3:29][C:30]1[N:14]([CH2:15][CH2:16][CH2:17][CH2:18][CH2:19][NH:20][C:21](=[O:28])[C:22]2[CH:27]=[CH:26][CH:25]=[CH:24][CH:23]=2)[C:13]2[C:12]3[CH:11]=[CH:10][CH:9]=[CH:8][C:7]=3[N:6]=[CH:5][C:4]=2[N:1]=1. Starting materials: C(C)C(C([O-])([O-])[O-])(CC)CC (triethylorthoacetate), C1(=CC=CC=C1)C (toluene), [N+](=O)([O-])C=1C=NC2=CC=CC=C2C1NCCCCCNC(C1=CC=CC=C1)=O (N1-{5-[(3-nitroquinolin-4-yl)amino]pentyl}benzamide). Product: CC=1N(C2=C(C=NC=3C=CC=CC23)N1)CCCCCNC(C1=CC=CC=C1)=O (N1-[5-(2-methyl-1H-imidazo[4,5-c]quinolin-1-yl)pentyl]benzamide). Reactants: CCOC(=O)C1CCC(C)N1C(=O)C(NC(=O)OC)C(C)C, CO, [Li+], [OH-]. Yields the product COC(=O)NC(C(=O)N1C(C)CCC1C(=O)O)C(C)C. RXN SMILES: [CH3:1][O:2][C:3](=[O:4])[NH:5][CH:6]([C:7](=[O:8])[N:9]1[CH:10]([C:15](=[O:16])[O:17][CH2:18][CH3:19])[CH2:11][CH2:12][CH:13]1[CH3:14])[CH:20]([CH3:21])[CH3:22].[CH3:25][OH:26].[Li+:24].[OH-:23]>>[CH3:1][O:2][C:3](=[O:4])[NH:5][CH:6]([C:7](=[O:8])[N:9]1[CH:10]([C:15](=[O:16])[OH:17])[CH2:11][CH2:12][CH:13]1[CH3:14])[CH:20]([CH3:21])[CH3:22]. Starting materials: O=C(O)C=Cc1ccc(F)cc1F, O=S(Cl)Cl, c1ccccc1. The product is O=C(Cl)C=Cc1ccc(F)cc1F. Reaction SMILES: [F:1][c:2]1[c:3]([CH:4]=[CH:5][C:6](=[O:7])[OH:8])[cH:9][cH:10][c:11]([F:13])[cH:12]1.[S:14]([Cl:15])([Cl:16])=[O:17].[cH:18]1[cH:19][cH:20][cH:21][cH:22][cH:23]1>>[F:1][c:2]1[c:3]([CH:4]=[CH:5][C:6](=[O:7])[Cl:16])[cH:9][cH:10][c:11]([F:13])[cH:12]1.